From a dataset of the Open Reaction Database (ORD), a public repository of structured organic reaction records. describe an organic reaction: reactants, conditions, products, and yield Starting materials: CC1CN(CCCOCc2ccccc2)C(=O)CCN1C(=O)OC(C)(C)C, CO. Product: CC1CN(CCCO)C(=O)CCN1C(=O)OC(C)(C)C. As a reaction SMILES: [C:1]([CH3:2])([CH3:3])([CH3:4])[O:5][C:6](=[O:7])[N:8]1[CH:9]([CH3:27])[CH2:10][N:11]([CH2:16][CH2:17][CH2:18][O:19][CH2:20][c:21]2[cH:22][cH:23][cH:24][cH:25][cH:26]2)[C:12](=[O:15])[CH2:13][CH2:14]1.[CH3:28][OH:29]>>[C:1]([CH3:2])([CH3:3])([CH3:4])[O:5][C:6](=[O:7])[N:8]1[CH:9]([CH3:27])[CH2:10][N:11]([CH2:16][CH2:17][CH2:18][OH:19])[C:12](=[O:15])[CH2:13][CH2:14]1. Reactants: CI, CN(C)C=O, [H-], [Na+], O, O=c1nc(-c2ccccc2)c2ccsc2[nH]1. The product is COc1nc(-c2ccccc2)c2ccsc2n1. RXN SMILES: [CH3:19][I:20].[CH3:22][N:23]([CH3:24])[CH:25]=[O:26].[H-:17].[Na+:18].[OH2:21].[c:1]1(-[c:7]2[c:8]3[c:9]([nH:10][c:11](=[O:13])[n:12]2)[s:14][cH:15][cH:16]3)[cH:2][cH:3][cH:4][cH:5][cH:6]1>>[c:1]1(-[c:7]2[c:8]3[c:9]([n:10][c:11]([O:13][CH3:19])[n:12]2)[s:14][cH:15][cH:16]3)[cH:2][cH:3][cH:4][cH:5][cH:6]1. Starting materials: CS(=O)(=O)c1ccc(C(CC2CCOCC2)C(=O)Nc2ncc(C(=O)O)s2)cc1, CNOC, Cl, CN(C)C=O. Product: CON(C)C(=O)c1cnc(NC(=O)C(CC2CCOCC2)c2ccc(S(C)(=O)=O)cc2)s1. Reaction SMILES: [CH3:1][S:2](=[O:3])(=[O:4])[c:5]1[cH:6][cH:7][c:8]([CH:11]([C:12](=[O:13])[NH:14][c:15]2[s:16][c:17]([C:20](=[O:21])[OH:22])[cH:18][n:19]2)[CH2:23][CH:24]2[CH2:25][CH2:26][O:27][CH2:28][CH2:29]2)[cH:9][cH:10]1.[CH3:31][NH:32][O:33][CH3:34].[ClH:30].[O:35]=[CH:36][N:37]([CH3:38])[CH3:39]>>[CH3:1][S:2](=[O:3])(=[O:4])[c:5]1[cH:6][cH:7][c:8]([CH:11]([C:12](=[O:13])[NH:14][c:15]2[s:16][c:17]([C:20](=[O:21])[N:32]([CH3:31])[O:33][CH3:34])[cH:18][n:19]2)[CH2:23][CH:24]2[CH2:25][CH2:26][O:27][CH2:28][CH2:29]2)[cH:9][cH:10]1. Reactants: C1(=CC=CC=C1)O (phenol), C1(=CC=CC=C1)O (phenol), C(=O)([O-])[O-].[Cs+].[Cs+] (Cs2CO3), C1(CCCC1)Br (cyclopentyl bromide), C(=O)([O-])[O-].[Cs+].[Cs+] (Cs2CO3), C1(CCCC1)Br (cyclopentyl bromide), C1(CCCC1)OC1=C(C=CC(=C1)C1=CC(=CC=C1)[N+](=O)[O-])O (2-Cyclopentyloxy-4-(3-nitrophenyl)phenol), ClCl (Cl2). Run in CN(C)C=O (DMF). Product: C1(CCCC1)OC1=C(C=CC(=C1)C1=CC(=CC=C1)[N+](=O)[O-])OC (2-Cyclopentyloxy-4-(3-nitrophenyl)anisole). Yield: 53.9%. RXN SMILES: [CH:1]1([O:6][C:7]2[CH:12]=[C:11]([C:13]3[CH:18]=[CH:17][CH:16]=[C:15]([N+:19]([O-:21])=[O:20])[CH:14]=3)[CH:10]=[CH:9][C:8]=2[OH:22])[CH2:5][CH2:4][CH2:3][CH2:2]1.[C:23]([O-])([O-])=O.[Cs+].[Cs+].C1(Br)CCCC1.C1(O)C=CC=CC=1.ClCl>CN(C=O)C>[CH:1]1([O:6][C:7]2[CH:12]=[C:11]([C:13]3[CH:18]=[CH:17][CH:16]=[C:15]([N+:19]([O-:21])=[O:20])[CH:14]=3)[CH:10]=[CH:9][C:8]=2[O:22][CH3:23])[CH2:2][CH2:3][CH2:4][CH2:5]1 |f:1.2.3|. Procedure details: 2-Cyclopentyloxy-4-(3-nitrophenyl)phenol (600 mg, 2.45 mmol) was dissolved in DMF (40 ml) and treated with Cs2CO3 (730 mg, 2.24 mmol) and cyclopentyl bromide (0.32 ml, 2.94 mmol). After stirring overnight at RT some of the phenol remained (SiO2 :t.l.c, CH2 Cl2). Cs2CO3 (870 mg, 2.67 mmol) and cyclopentyl bromide (0.32 ml, 2.94 mmol) were added. After stirring at RT for 3 h the phenol had been consumed. The reaction mixture was filtered and concentrated in vacuo. The residue was dissolved in Et2O...